This data is from the Open Reaction Database (ORD), a public repository of structured organic reaction records. The task is: describe an organic reaction: reactants, conditions, products, and yield Reactants: CNS(=O)(=O)C1=CC=C2C(C(=O)OC(N2)=O)=C1 (5-(N-Methylsulfamoyl)-isatoic anhydride), ClC1=C(C(=O)O)C=C(C=C1)S(=O)(=O)Cl (2-chloro-5-chlorosulfonyl-benzoic acid). Yields the product ClC1=C(C(=O)O)C=C(C=C1)S(NC)(=O)=O (2-chloro-5-(N-methylsulfamoyl)-benzoic acid), CNS(=O)(=O)C1=CC=C(C(C(=O)O)=C1)N (5-(N-methylsulfamoyl)-anthranilic acid). RXN SMILES: [CH3:1][NH:2][S:3]([C:6]1[CH:17]=[C:10]2[C:11]([O:13]C(=O)[NH:15][C:9]2=[CH:8][CH:7]=1)=[O:12])(=[O:5])=[O:4].[Cl:18]C1C=CC(S(Cl)(=O)=O)=CC=1C(O)=O>>[Cl:18][C:9]1[CH:8]=[CH:7][C:6]([S:3](=[O:5])(=[O:4])[NH:2][CH3:1])=[CH:17][C:10]=1[C:11]([OH:13])=[O:12].[CH3:1][NH:2][S:3]([C:6]1[CH:17]=[C:10]([C:11]([OH:13])=[O:12])[C:9]([NH2:15])=[CH:8][CH:7]=1)(=[O:4])=[O:5]. Procedure details: 5-(N-Methylsulfamoyl)-isatoic anhydride, which is to be used as the starting material, can be obtained, for example, in a manner analogous to that described in Example 1, using 2-chloro-5-chlorosulfonyl-benzoic acid as the starting material, the product being obtained via 2-chloro-5-(N-methylsulfamoyl)-benzoic acid with a melting point of 170°-172° and 5-(N-methylsulfamoyl)-anthranilic acid with a melting point of 205°; the product melts at 260°. Reactants: CC(C)(C)OC(=O)N1CCC(CN)CC1, Cl, CN(CC1CCN(C(=O)C(Cc2ccc(F)cc2)NC(=O)c2cc3cc(Cl)ncc3[nH]2)CC1)S(=O)(=O)c1ccccc1[N+](=O)[O-]. The product is CNCC1CCN(C(=O)C(Cc2ccc(F)cc2)NC(=O)c2cc3cc(Cl)ncc3[nH]2)CC1. Reaction SMILES: [C:46]([O:47][C:48]([N:49]1[CH2:50][CH2:51][CH:52]([CH2:53][NH2:54])[CH2:55][CH2:56]1)=[O:57])([CH3:58])([CH3:59])[CH3:60].[ClH:61].[F:1][c:2]1[cH:3][cH:4][c:5]([CH2:6][CH:7]([C:8](=[O:9])[N:10]2[CH2:11][CH2:12][CH:13]([CH2:16][N:17]([S:18]([c:19]3[cH:20][cH:21][cH:22][cH:23][c:24]3[N+:25]([O-:26])=[O:27])(=[O:28])=[O:29])[CH3:30])[CH2:14][CH2:15]2)[NH:31][C:32](=[O:33])[c:34]2[cH:35][c:36]3[c:37]([cH:38][n:39][c:40]([Cl:42])[cH:41]3)[nH:43]2)[cH:44][cH:45]1>>[F:1][c:2]1[cH:3][cH:4][c:5]([CH2:6][CH:7]([C:8](=[O:9])[N:10]2[CH2:11][CH2:12][CH:13]([CH2:16][NH:17][CH3:30])[CH2:14][CH2:15]2)[NH:31][C:32](=[O:33])[c:34]2[cH:35][c:36]3[c:37]([cH:38][n:39][c:40]([Cl:42])[cH:41]3)[nH:43]2)[cH:44][cH:45]1. Starting materials: CSC1=NC(=O)C(=Cc2ccc3c(cnn3Cc3ccc(Cl)cc3C(F)(F)F)c2)S1, FC1CNC1. Yields the product O=C1N=C(N2CC(F)C2)SC1=Cc1ccc2c(cnn2Cc2ccc(Cl)cc2C(F)(F)F)c1. RXN SMILES: [Cl:1][c:2]1[cH:3][c:4]([C:27]([F:28])([F:29])[F:30])[c:5]([CH2:6][n:7]2[n:8][cH:9][c:10]3[cH:11][c:12]([CH:16]=[C:17]4[C:18](=[O:24])[N:19]=[C:20]([S:22][CH3:23])[S:21]4)[cH:13][cH:14][c:15]23)[cH:25][cH:26]1.[F:31][CH:32]1[CH2:33][NH:34][CH2:35]1>>[Cl:1][c:2]1[cH:3][c:4]([C:27]([F:28])([F:29])[F:30])[c:5]([CH2:6][n:7]2[n:8][cH:9][c:10]3[cH:11][c:12]([CH:16]=[C:17]4[C:18](=[O:24])[N:19]=[C:20]([N:34]5[CH2:33][CH:32]([F:31])[CH2:35]5)[S:21]4)[cH:13][cH:14][c:15]23)[cH:25][cH:26]1.